Dataset: the Open Reaction Database (ORD), a public repository of structured organic reaction records. Task: describe an organic reaction: reactants, conditions, products, and yield Starting materials: 1c, [Cl-].C[N+](CCCNC=O)(CC(NC1=CC=C(C=C1)[N+](=O)[O-])=O)C (N,N-dimethyl-N-(4-nitrophenyl)carbamylmethyl-N-3-formamidopropylammonium chloride). Reagents/catalysts: [Pt]=S (platinum sulfide). Product: [Cl-].C[N+](CCCNC=O)(CC(NC1=CC=C(C=C1)N)=O)C (N,N-dimethyl-N-(4-aminophenyl)carbamylmethyl-N-3-formamidopropylammonium chloride). Reaction SMILES: [Cl-:1].[CH3:2][N+:3]([CH3:23])([CH2:10][C:11](=[O:22])[NH:12][C:13]1[CH:18]=[CH:17][C:16]([N+:19]([O-])=O)=[CH:15][CH:14]=1)[CH2:4][CH2:5][CH2:6][NH:7][CH:8]=[O:9]>[Pt]=S>[Cl-:1].[CH3:23][N+:3]([CH3:2])([CH2:10][C:11](=[O:22])[NH:12][C:13]1[CH:18]=[CH:17][C:16]([NH2:19])=[CH:15][CH:14]=1)[CH2:4][CH2:5][CH2:6][NH:7][CH:8]=[O:9] |f:0.1,3.4|. Reported procedure: Following the procedure described in 1c above, N,N-dimethyl-N-(4-nitrophenyl)carbamylmethyl-N-3-formamidopropylammonium chloride was catalytically hydrogenated in aqueous solution at 70°-75° C. and at 600 pounds per square inch in the presence of a 5 percent platinum sulfide on charcoal mixture to obtain N,N-dimethyl-N-(4-aminophenyl)carbamylmethyl-N-3-formamidopropylammonium chloride. The reactants are CCc1ccc(S(=O)(=O)CCO)cc1, Cc1ccccc1, O=S(Cl)Cl, c1ccncc1. Product: CCc1ccc(S(=O)(=O)CCCl)cc1. RXN SMILES: [CH2:5]([CH3:6])[c:7]1[cH:8][cH:9][c:10]([S:13](=[O:14])(=[O:15])[CH2:16][CH2:17][OH:18])[cH:11][cH:12]1.[CH3:25][c:26]1[cH:27][cH:28][cH:29][cH:30][cH:31]1.[S:1]([Cl:2])([Cl:3])=[O:4].[cH:19]1[cH:20][cH:21][n:22][cH:23][cH:24]1>>[Cl:3][CH2:17][CH2:16][S:13]([c:10]1[cH:9][cH:8][c:7]([CH2:5][CH3:6])[cH:12][cH:11]1)(=[O:14])=[O:15]. Reactants: Cl.FC1=CC=CC=2CC(OC21)C2(CCNCC2)O (4-(7-fluoro-2,3-dihydrobenzofuran-2-yl)piperidin-4-ol hydrochloride), C1CC(=O)N(C1=O)Br (NBS). The solvent is C(Cl)Cl (CH2Cl2), CO (MeOH). Conditions: time 3 hour. Yields the product BrC=1C=C(C2=C(CC(O2)C2(CCNCC2)O)C1)F (4-(5-Bromo-7-fluoro-2,3-dihydrobenzofuran-2-yl)piperidin-4-ol). Isolated yield 40.3%. RXN SMILES: Cl.[F:2][C:3]1[C:11]2[O:10][CH:9]([C:12]3([OH:18])[CH2:17][CH2:16][NH:15][CH2:14][CH2:13]3)[CH2:8][C:7]=2[CH:6]=[CH:5][CH:4]=1.C1C(=O)N([Br:26])C(=O)C1>CO.C(Cl)Cl>[Br:26][C:5]1[CH:4]=[C:3]([F:2])[C:11]2[O:10][CH:9]([C:12]3([OH:18])[CH2:13][CH2:14][NH:15][CH2:16][CH2:17]3)[CH2:8][C:7]=2[CH:6]=1 |f:0.1|. Procedure: To a solution of 4-(7-fluoro-2,3-dihydrobenzofuran-2-yl)piperidin-4-ol hydrochloride (380 mg, 1.388 mmol) in MeOH (11.1 mL) at 0° C. was added NBS (235 mg, 1.319 mmol) in one portion. Upon completion of addition, the reaction mixture was stirred at room temperature for 3 hours, and then quenched with aqueous Na2H2S2O5 (10%, 5 mL). The solvent was removed under reduced pressure to yield a residue. The residue was diluted with CH2Cl2 (5 mL), washed with aqueous NaOH (1 N, 3 mL) and brine (3 mL). T... Reactants: C(C)(C)OC([C@@H](NC([C@H]1NCC[C@@H]1CC)=O)CCSC)=O (3(S)-ethyl-prolyl-methionine isopropyl ester), Cl (HCl). Solvent: CCOC(=O)C (EtOAc). Conditions: temperature 0 celsius, time 1.25 hour. Product: Cl.C(C)(C)OC([C@@H](NC([C@H]1NCC[C@@H]1CC)=O)CCSC)=O (3(S)-ethyl-prolyl-methionine isopropyl ester hydrochloride). Reaction SMILES: [CH:1]([O:4][C:5](=[O:21])[C@H:6]([CH2:17][CH2:18][S:19][CH3:20])[NH:7][C:8](=[O:16])[C@@H:9]1[C@@H:13]([CH2:14][CH3:15])[CH2:12][CH2:11][NH:10]1)([CH3:3])[CH3:2].[ClH:22]>CCOC(C)=O>[ClH:22].[CH:1]([O:4][C:5](=[O:21])[C@H:6]([CH2:17][CH2:18][S:19][CH3:20])[NH:7][C:8](=[O:16])[C@@H:9]1[C@@H:13]([CH2:14][CH3:15])[CH2:12][CH2:11][NH:10]1)([CH3:3])[CH3:2] |f:3.4|. Reported procedure: N-(t-Butyloxy carbonyl)-pyrrolidin-2(S)-ylmethyl]3(S)-ethyl-prolyl-methionine isopropyl ester (1.38 g, 0.0028 mol) was dissolved in EtOAc (40 mL), cooled to -20° C., saturated with HCl gas, and stirred at 0° C. for 1.25 hr, and room temperature for 0.25 hr. Concentration to dryness gave pyrrolidin-2(S)-ylmethyl]-3(S)-ethyl-prolyl-methionine isopropyl ester hydrochloride.